This data is from the Open Reaction Database (ORD), a public repository of structured organic reaction records. The task is: describe an organic reaction: reactants, conditions, products, and yield Reactants: CI, CCOC(C)=O, CON=C(c1cccnc1)C(F)F. Product: CON=C(c1ccc[n+](C)c1)C(F)F, [I-]. RXN SMILES: [CH3:14][I:15].[CH3:16][CH2:17][O:18][C:19](=[O:20])[CH3:21].[CH3:1][O:2][N:3]=[C:4]([CH:5]([F:6])[F:7])[c:8]1[cH:9][n:10][cH:11][cH:12][cH:13]1>>[CH3:1][O:2][N:3]=[C:4]([CH:5]([F:6])[F:7])[c:8]1[cH:9][n+:10]([CH3:14])[cH:11][cH:12][cH:13]1.[I-:15]. Reactants: saturated aqueous solution, [Cl-].[NH4+] (ammonium chloride), Cl (hydrochloric acid), [Mg] (magnesium), COC(C1=CC=C(C=C1)Br)OC (4-bromobenzaldehyde dimethyl acetal), solution, C(C1=CC=CC=C1)N1CCC(CC1)=O (1-benzyl-4-piperidone). Run in O1CCCC1 (tetrahydrofuran), O1CCCC1 (tetrahydrofuran). Run at time 1 hour. Yields the product Grignard reagent, C(C1=CC=CC=C1)N1CCC(CC1)(O)C1=CC=C(C=O)C=C1 (4-(1-Benzyl-4-hydroxypiperidin-4-yl)benzaldehyde). RXN SMILES: [Mg].CO[CH:4]([O:12]C)[C:5]1[CH:10]=[CH:9][C:8](Br)=[CH:7][CH:6]=1.[CH2:14]([N:21]1[CH2:26][CH2:25][C:24](=[O:27])[CH2:23][CH2:22]1)[C:15]1[CH:20]=[CH:19][CH:18]=[CH:17][CH:16]=1.[Cl-].[NH4+].Cl>O1CCCC1>[CH2:14]([N:21]1[CH2:26][CH2:25][C:24]([C:8]2[CH:7]=[CH:6][C:5]([CH:4]=[O:12])=[CH:10][CH:9]=2)([OH:27])[CH2:23][CH2:22]1)[C:15]1[CH:16]=[CH:17][CH:18]=[CH:19][CH:20]=1 |f:3.4|. Procedure: Starting with 0.74 g of magnesium, 6.42 g of 4-bromobenzaldehyde dimethyl acetal and 50 ml of tetrahydrofuran, a Grignard reagent was prepared in a conventional manner. Then it was ice-cooled and 10 ml of a solution of 5.67 ml of 1-benzyl-4-piperidone in tetrahydrofuran was dropped thereinto in such a manner that the bulk temperature did not exceed 20° C. After stirring at room temperature for 1 hour, 50 ml of a saturated aqueous solution of ammonium chloride was added thereto and then 1 N-hydro...